From a dataset of the Open Reaction Database (ORD), a public repository of structured organic reaction records. describe an organic reaction: reactants, conditions, products, and yield Reactants: Cl (HCl), COC1=C2CC[C@H](CC2=CC=C1)NCCC ((R)-1,2,3,4-tetrahydro-5-methoxy-N-propyl-naphthalen-2-amine). Run at temperature 20 celsius, time 30 minute. Product: Cl.COC1=C2CCC(CC2=CC=C1)NCCC ((RS)-1,2,3,4-tetrahydro-5-methoxy-N-propyl-naphthalen-2-amine hydrocloride). RXN SMILES: [ClH:1].[CH3:2][O:3][C:4]1[CH:13]=[CH:12][CH:11]=[C:10]2[C:5]=1[CH2:6][CH2:7][C@@H:8]([NH:14][CH2:15][CH2:16][CH3:17])[CH2:9]2>>[ClH:1].[CH3:2][O:3][C:4]1[CH:13]=[CH:12][CH:11]=[C:10]2[C:5]=1[CH2:6][CH2:7][CH:8]([NH:14][CH2:15][CH2:16][CH3:17])[CH2:9]2 |f:2.3|. Procedure details: Aqueous HCl 37% w:w (1.1 eq) is added dropwise under reflux for ˜5 min into the mixture obtained to precipitate the N-propyl MAT.HCl. The suspension is cooled down to 20° C. (Tramp=−20° C./h). The suspension is post-stirred at 20° C. for minimum 30 min and filtered. The cake is washed twice with EtOAc (2×1 vol.). The wet solid is dried under vacuum at 40° C. giving an off white solid. Yield: 95.0% from (III) Starting materials: CCO, COC(=O)c1ccc2c(c1)C(NS(=O)(=O)c1cccc(Cl)c1Cl)CC2, [K+], [OH-], O. Product: O=C(O)c1ccc2c(c1)C(NS(=O)(=O)c1cccc(Cl)c1Cl)CC2. As a reaction SMILES: [CH3:28][CH2:29][OH:30].[Cl:3][c:4]1[c:5]([S:11](=[O:12])(=[O:13])[NH:14][CH:15]2[CH2:16][CH2:17][c:18]3[cH:19][cH:20][c:21]([C:24](=[O:25])[O:26][CH3:27])[cH:22][c:23]32)[cH:6][cH:7][cH:8][c:9]1[Cl:10].[K+:2].[OH-:1].[OH2:31]>>[Cl:3][c:4]1[c:5]([S:11](=[O:12])(=[O:13])[NH:14][CH:15]2[CH2:16][CH2:17][c:18]3[cH:19][cH:20][c:21]([C:24](=[O:25])[OH:26])[cH:22][c:23]32)[cH:6][cH:7][cH:8][c:9]1[Cl:10]. The reactants are Brc1ccc2c(c1)CC1OC21, CC1CN(C2(C)CCN(C(=O)OC(C)(C)C)CC2)CCN1, CCO. Yields the product CC1CN(C2(C)CCN(C(=O)OC(C)(C)C)CC2)CCN1C1c2ccc(Br)cc2CC1O. As a reaction SMILES: [Br:1][c:2]1[cH:3][c:4]2[c:9]([cH:10][cH:11]1)[CH:7]1[CH:6]([CH2:5]2)[O:8]1.[CH3:12][C:13]1([N:26]2[CH2:27][CH:28]([CH3:32])[NH:29][CH2:30][CH2:31]2)[CH2:14][CH2:15][N:16]([C:19](=[O:20])[O:21][C:22]([CH3:23])([CH3:24])[CH3:25])[CH2:17][CH2:18]1.[CH3:33][CH2:34][OH:35]>>[Br:1][c:2]1[cH:3][c:4]2[c:9]([cH:10][cH:11]1)[CH:7]([N:29]1[CH:28]([CH3:32])[CH2:27][N:26]([C:13]3([CH3:12])[CH2:14][CH2:15][N:16]([C:19](=[O:20])[O:21][C:22]([CH3:23])([CH3:24])[CH3:25])[CH2:17][CH2:18]3)[CH2:31][CH2:30]1)[CH:6]([OH:8])[CH2:5]2. Reactants: CC(C)(C)OC(=O)c1ccc(Br)cc1F, COC(=O)c1cc(Oc2ccc(C(=O)N3CCC3)cc2)c2c(c1)OC(C)(C)C2, COC(=O)c1cc(O)c2c(c1)OC(C)(C)C2. The product is COC(=O)c1cc(Oc2ccc(C(=O)OC(C)(C)C)c(F)c2)c2c(c1)OC(C)(C)C2. As a reaction SMILES: [C:29]([CH3:30])([CH3:31])([CH3:32])[O:33][C:34]([c:35]1[c:36]([F:42])[cH:37][c:38]([Br:41])[cH:39][cH:40]1)=[O:43].[CH3:1][O:2][C:3](=[O:4])[c:5]1[cH:6][c:7]2[c:8]([c:14]([O:16][c:17]3[cH:18][cH:19][c:20]([C:21]([N:22]4[CH2:23][CH2:24][CH2:25]4)=[O:26])[cH:27][cH:28]3)[cH:15]1)[CH2:9][C:10]([CH3:12])([CH3:13])[O:11]2.[CH3:44][O:45][C:46]([c:47]1[cH:48][c:49]([OH:50])[c:51]2[c:57]([cH:58]1)[O:56][C:53]([CH3:54])([CH3:55])[CH2:52]2)=[O:59]>>[CH3:1][O:2][C:3](=[O:4])[c:5]1[cH:6][c:7]2[c:8]([c:14]([O:16][c:38]3[cH:37][c:36]([F:42])[c:35]([C:34]([O:33][C:29]([CH3:30])([CH3:31])[CH3:32])=[O:43])[cH:40][cH:39]3)[cH:15]1)[CH2:9][C:10]([CH3:12])([CH3:13])[O:11]2. Reactants: CCO, CCOC(C)=O, COc1ccc2nccc(C#CC3CCC4(CC3)OCCO4)c2c1, O=[Pt]. Product: COc1ccc2nccc(CCC3CCC4(CC3)OCCO4)c2c1. As a reaction SMILES: [CH3:25][CH2:26][OH:27].[CH3:28][CH2:29][O:30][C:31](=[O:32])[CH3:33].[O:1]1[CH2:2][CH2:3][O:4][C:5]12[CH2:6][CH2:7][CH:8]([C:11]#[C:12][c:13]1[cH:14][cH:15][n:16][c:17]3[cH:18][cH:19][c:20]([O:23][CH3:24])[cH:21][c:22]13)[CH2:9][CH2:10]2.[Pt:34]=[O:35]>>[O:1]1[CH2:2][CH2:3][O:4][C:5]12[CH2:6][CH2:7][CH:8]([CH2:11][CH2:12][c:13]1[cH:14][cH:15][n:16][c:17]3[cH:18][cH:19][c:20]([O:23][CH3:24])[cH:21][c:22]13)[CH2:9][CH2:10]2. The yield is 74.0%. Reaction SMILES: Cl[C:2]1[N:7]=[C:6]([Cl:8])[CH:5]=[C:4](Cl)[N:3]=1.[NH:10]1[CH2:14][CH2:13][CH2:12][CH2:11]1>>[N:10]1([C:2]2[N:3]=[C:4]([N:10]3[CH2:14][CH2:13][CH2:12][CH2:11]3)[CH:5]=[C:6]([Cl:8])[N:7]=2)[CH2:14][CH2:13][CH2:12][CH2:11]1. Reported procedure: U.S. Pat. No. 4,996,318 discloses that treatment of 2,4,6-trichloropyrimidine (I) with pyrrolidine (II) at 20°-25° for 4 hrs gives 2,4-di(1-pyrrolidinyl)-6-chloropyrimidine (III) in 74.0% yield. The yield of 4,6-di(1-pyrrolidinyl)-2-chloropyrimidine (IV) was not disclosed. The product is N1(CCCC1)C1=NC(=CC(=N1)N1CCCC1)Cl (2,4-di(1-pyrrolidinyl)-6-chloropyrimidine). Reactants: ClC1=NC(=CC(=N1)Cl)Cl (2,4,6-trichloropyrimidine), N1CCCC1 (pyrrolidine). The reactants are O (water), [OH-].[Na+] (sodium hydroxide), POX3, O (water), P(=O)(Cl)(Cl)Cl (phosphorus oxychloride), CC1(OC[C@H](O1)[C@@H]2C(=C(C(=O)O2)O)O)C (5,6-isopropylidene-L-ascorbic acid), CC1(OC[C@H](O1)[C@@H]2C(=C(C(=O)O2)O)O)C (5,6-isopropylidene-L-ascorbic acid), phosphorus oxyhalide, tertiary amine. Solvent: N1=CC=CC=C1 (pyridine). The product is magnesium salt, P(=O)(O)(O)OC=1C(=O)O[C@@H](C1O)[C@@H](O)CO (L-ascorbic acid 2-phosphate). The yield is 86.0%. Reaction SMILES: CC1(C)[O:6][C@H:5]([C@H:7]2[O:12][C:10](=[O:11])[C:9]([OH:13])=[C:8]2[OH:14])[CH2:4][O:3]1.[OH2:16].[P:17](Cl)(Cl)(Cl)=[O:18].[OH-:22].[Na+]>N1C=CC=CC=1>[P:17]([O:13][C:9]1[C:10]([O:12][C@H:7]([C@H:5]([CH2:4][OH:3])[OH:6])[C:8]=1[OH:14])=[O:11])([OH:18])([OH:22])=[O:16] |f:3.4|. Procedure: U.S. Pat. No. 4,179,445 discloses another improved method in which 5,6-isopropylidene-L-ascorbic acid, a phosphorus oxyhalide of general formula POX3 (wherein X is a halogen atom) and a specific solvent (a mixed solvent composed of water and a tertiary amine) are mixed with each other and the mixture is kept at pH 13 or higher to react. More particularly, 5,6-isopropylidene-L-ascorbic acid is dissolved in a mixed solvent composed of water and pyridine, and phosphorus oxychloride is added dropwis... Reactants: NC(CC1=CC(=CC(=C1)C)C)C1=CC=CC=2OC(OC21)(F)F (1-amino-1-(2,2-difluoro-benzo[1,3]dioxol-4-yl)-2-(3,5-dimethylphenyl)-ethane), ClCCN=C=S (2-chloroethyl isothiocyanate). Solvent: C(C)OCC (diethyl ether). Run at time 5 hour. Yields the product S1C(=NCC1)N1C(SCC1)=NC(CC1=CC(=CC(=C1)C)C)C1=CC=CC=2OC(OC21)(F)F (1-(4,5,4′,5′-tetrahydro-[2,3]-bithiazolyl-2′-ylidene)amino-1-(2,2-difluoro-benzo[1,3]dioxol-4-yl)-2-(3,5-dimethyl-phenyl)-ethane). Isolated yield 32.0%. As a reaction SMILES: [NH2:1][CH:2]([C:12]1[C:20]2[O:19][C:18]([F:22])([F:21])[O:17][C:16]=2[CH:15]=[CH:14][CH:13]=1)[CH2:3][C:4]1[CH:9]=[C:8]([CH3:10])[CH:7]=[C:6]([CH3:11])[CH:5]=1.Cl[CH2:24][CH2:25][N:26]=[C:27]=[S:28]>C(OCC)C>[S:28]1[CH2:24][CH2:25][N:26]=[C:27]1[N:26]1[CH2:25][CH2:24][S:28][C:27]1=[N:1][CH:2]([C:12]1[C:20]2[O:19][C:18]([F:22])([F:21])[O:17][C:16]=2[CH:15]=[CH:14][CH:13]=1)[CH2:3][C:4]1[CH:9]=[C:8]([CH3:10])[CH:7]=[C:6]([CH3:11])[CH:5]=1. Procedure details: A solution of 1-amino-1-(2,2-difluoro-benzo[1,3]dioxol-4-yl)-2-(3,5-dimethylphenyl)-ethane (0.39 g) in diethyl ether was treated at 0° C. with 2-chloroethyl isothiocyanate (0.16 g) and stirring was continued for 5 h at this temperature. The mixture was quenched with an aqueous sodium hydroxide solution (1 M, 4 ml) and water (15 ml) and stirred for 15 minutes. The organic phase was washed with water, the aqueous phase was extracted with diethyl ether, the combined organic phases were dried over s... The reactants are FC=1C=C(C=CC1OC1=NC=NN2C1=C(C(=C2)OC)C)NC(=S)NC(CC2=CC=C(C=C2)F)=O (1-(3-Fluoro-4-(6-methoxy-5-methylpyrrolo[2,1-f][1,2,4]triazin-4-yloxy)phenyl)-3-(2-(4-fluorophenyl)acetyl)thiourea), N12CCN(CC1)CC2 (1,4-diazabicyclo[2.2.2]octane), FC=1C=C(C=CC1OC1=NC=NN2C1=C(C(=C2)OC)C)NC(=S)NC(CC2=CC=C(C=C2)F)=O (1-(3-Fluoro-4-(6-methoxy-5-methylpyrrolo[2,1-f][1,2,4]triazin-4-yloxy)phenyl)-3-(2-(4-fluorophenyl)acetyl)thiourea), ClC1=C2N=C(N(C2=NC=N1)C(C1CC1)C1CC1)CC (6-chloro-9-(dicyclopropylmethyl)-8-ethyl-9H-purine). The solvent is CC#N (MeCN). Reaction conditions: time 4 hour. Product: C1(CC1)C(N1C2=NC=NC(=C2N=C1CC)OC1=C(C=C(C=C1)NC(=S)NC(CC1=CC=C(C=C1)F)=O)F)C1CC1 (1-(4-(9-(Dicyclopropylmethyl)-8-ethyl-9H-purin-6-yloxy)-3-fluorophenyl)-3-(2-(4-fluorophenyl)acetyl)thiourea). The yield is 36.0%. RXN SMILES: [F:1][C:2]1[CH:3]=[C:4]([NH:21][C:22]([NH:24][C:25](=[O:34])[CH2:26][C:27]2[CH:32]=[CH:31][C:30]([F:33])=[CH:29][CH:28]=2)=[S:23])[CH:5]=[CH:6][C:7]=1[O:8]C1C2=C(C)C(OC)=CN2N=CN=1.Cl[C:36]1[N:44]=[CH:43][N:42]=[C:41]2[C:37]=1[N:38]=[C:39]([CH2:52][CH3:53])[N:40]2[CH:45]([CH:49]1[CH2:51][CH2:50]1)[CH:46]1[CH2:48][CH2:47]1.N12CCN(CC1)CC2>CC#N>[CH:46]1([CH:45]([CH:49]2[CH2:51][CH2:50]2)[N:40]2[C:39]([CH2:52][CH3:53])=[N:38][C:37]3[C:41]2=[N:42][CH:43]=[N:44][C:36]=3[O:8][C:7]2[CH:6]=[CH:5][C:4]([NH:21][C:22]([NH:24][C:25](=[O:34])[CH2:26][C:27]3[CH:32]=[CH:31][C:30]([F:33])=[CH:29][CH:28]=3)=[S:23])=[CH:3][C:2]=2[F:1])[CH2:48][CH2:47]1. Procedure: To a mixture 1-(3-fluoro-4-hydroxyphenyl)-3-(2-(4-fluorophenyl)acetyl)thiourea (24 mg, 0.075 mmol, Compound A of Example 3), 6-chloro-9-(dicyclopropylmethyl)-8-ethyl-9H-purine (20.7 mg, 0.075 mmol, PCT Appl. WO 99/01454, U.S. Pat. No. 6,143,743, example 831, the disclosure of which is herein incorporated by reference) and 1,4-diazabicyclo[2.2.2]octane (DABCO, 8.4 mg, 0.075 mmol) was added MeCN (2 mL). The reaction was stirred at RT for 4 h and concentrated in vacuo. The residue was purified by r... The reactants are CC(=O)OC1CCc2c1cccc2[N+](=O)[O-], CCO, [H][H], O=[Pt]. The product is CC(=O)OC1CCc2c(N)cccc21. Reaction SMILES: [C:1]([CH3:2])(=[O:3])[O:4][CH:5]1[CH2:6][CH2:7][c:8]2[c:9]([N+:14]([O-:15])=[O:16])[cH:10][cH:11][cH:12][c:13]21.[CH3:19][CH2:20][OH:21].[H:17][H:18].[Pt:22]=[O:23]>>[C:1]([CH3:2])(=[O:3])[O:4][CH:5]1[CH2:6][CH2:7][c:8]2[c:9]([NH2:14])[cH:10][cH:11][cH:12][c:13]21.